This data is from the Open Reaction Database (ORD), a public repository of structured organic reaction records. The task is: describe an organic reaction: reactants, conditions, products, and yield Reactants: CCCN(CC(CC)Sc1ccc(OCC(=O)OCC)c(C)c1)S(=O)(=O)c1sc2ccc(Cl)cc2c1C, CCO, [Na+], C1COCCO1, [OH-]. Product: CCCN(CC(CC)Sc1ccc(OCC(=O)O)c(C)c1)S(=O)(=O)c1sc2ccc(Cl)cc2c1C. RXN SMILES: [CH2:1]([CH3:2])[O:3][C:4]([CH2:5][O:6][c:7]1[c:8]([CH3:36])[cH:9][c:10]([S:13][CH:14]([CH2:15][CH3:16])[CH2:17][N:18]([CH2:19][CH2:20][CH3:21])[S:22](=[O:23])(=[O:24])[c:25]2[c:26]([CH3:35])[c:27]3[c:28]([s:29]2)[cH:30][cH:31][c:32]([Cl:34])[cH:33]3)[cH:11][cH:12]1)=[O:37].[CH3:46][CH2:47][OH:48].[Na+:39].[O:40]1[CH2:41][CH2:42][O:43][CH2:44][CH2:45]1.[OH-:38]>>[O:3]=[C:4]([CH2:5][O:6][c:7]1[c:8]([CH3:36])[cH:9][c:10]([S:13][CH:14]([CH2:15][CH3:16])[CH2:17][N:18]([CH2:19][CH2:20][CH3:21])[S:22](=[O:23])(=[O:24])[c:25]2[c:26]([CH3:35])[c:27]3[c:28]([s:29]2)[cH:30][cH:31][c:32]([Cl:34])[cH:33]3)[cH:11][cH:12]1)[OH:37]. The reactants are NC(=O)c1ccc(F)c(Cl)c1, CCN1Cc2ccoc2C(O)C1. Yields the product CCN1Cc2ccoc2C(Oc2ccc(C(N)=O)cc2Cl)C1. Reaction SMILES: [C:13]([NH2:14])(=[O:15])[c:16]1[cH:17][c:18]([Cl:23])[c:19]([F:22])[cH:20][cH:21]1.[CH2:1]([CH3:2])[N:3]1[CH2:4][c:5]2[c:6]([o:10][cH:11][cH:12]2)[CH:7]([OH:9])[CH2:8]1>>[CH2:1]([CH3:2])[N:3]1[CH2:4][c:5]2[c:6]([o:10][cH:11][cH:12]2)[CH:7]([O:9][c:19]2[c:18]([Cl:23])[cH:17][c:16]([C:13]([NH2:14])=[O:15])[cH:21][cH:20]2)[CH2:8]1. Reported procedure: Sodium hydride (60% in oil, 0.010 g, 0.25 mmol) is added to a solution of [2-(2,6-difluorophenoxy)-9-ethyl-9H-purin-8-yl]-(2-chlorophenyl)-amine, 14, (0.1 g, 0.25 mmol) in THF (3 mL). After 5 minutes at room temperature 2-bromo-N-methyl-acetamide (0.06 mL, 0.37 mmol) is added and stirring is continued for 1 hour. The mixture is diluted with H2O (25 mL) and extracted three times with EtOAc (50 mL). The combined organic layers are washed with brine, dried over MgSO4, concentrated in vacuo and the ... Yield: 38.0%. The reactants are [H-].[Na+] (Sodium hydride), FC1=C(OC2=NC=C3N=C(N(C3=N2)CC)NC2=C(C=CC=C2)Cl)C(=CC=C1)F ([2-(2,6-difluorophenoxy)-9-ethyl-9H-purin-8-yl]-(2-chlorophenyl)-amine), BrCC(=O)NC (2-bromo-N-methyl-acetamide). Reaction conditions: time 1 hour. Product: ClC1=C(C=CC=C1)N(CC(=O)NC)C=1N(C2=NC(=NC=C2N1)OC1=C(C=CC=C1F)F)CC (2-{(2-Chlorophenyl)-[2-(2,6-difluorophenoxy)-9-ethyl-9H-purin-8-yl]-amino}-N-methyl-acetamide). The solvent is O (H2O), C1CCOC1 (THF). RXN SMILES: [H-].[Na+].[F:3][C:4]1[CH:29]=[CH:28][CH:27]=[C:26]([F:30])[C:5]=1[O:6][C:7]1[N:15]=[C:14]2[C:10]([N:11]=[C:12]([NH:18][C:19]3[CH:24]=[CH:23][CH:22]=[CH:21][C:20]=3[Cl:25])[N:13]2[CH2:16][CH3:17])=[CH:9][N:8]=1.Br[CH2:32][C:33]([NH:35][CH3:36])=[O:34]>C1COCC1.O>[Cl:25][C:20]1[CH:21]=[CH:22][CH:23]=[CH:24][C:19]=1[N:18]([C:12]1[N:13]([CH2:16][CH3:17])[C:14]2[C:10]([N:11]=1)=[CH:9][N:8]=[C:7]([O:6][C:5]1[C:26]([F:30])=[CH:27][CH:28]=[CH:29][C:4]=1[F:3])[N:15]=2)[CH2:32][C:33]([NH:35][CH3:36])=[O:34] |f:0.1|. Reactants: OCCNC (N-(2-hydroxyethyl)-N-methylamine), CS(=O)(=O)OCCSCC[C@H]1[C@H]2C([C@@H](CC1)C2)(C)C (2-[2-((1S,2S,5S)-6,6-dimethylbicyclo[3.1.1]hept-2-yl)ethylthio]ethyl methanesulfonate), O (water). Solvent: ClCCl (dichloromethane). Run at temperature 60 celsius, time 4 hour. The product is CC1([C@H]2CC[C@H]([C@@H]1C2)CCSCCN(C)CCO)C (N-(2-[2((1S,2S,5S)-6,6-dimethylbicyclo[3.1.1]hept-2-yl)ethy lthio]ethyl]-N-(2-hydroxyethyl)-N-methylamine). RXN SMILES: [OH:1][CH2:2][CH2:3][NH:4][CH3:5].CS(O[CH2:11][CH2:12][S:13][CH2:14][CH2:15][C@@H:16]1[CH2:21][CH2:20][C@H:19]2[CH2:22][C@@H:17]1[C:18]2([CH3:24])[CH3:23])(=O)=O.O>ClCCl>[CH3:23][C:18]1([CH3:24])[C@H:17]2[CH2:22][C@@H:19]1[CH2:20][CH2:21][C@H:16]2[CH2:15][CH2:14][S:13][CH2:12][CH2:11][N:4]([CH2:3][CH2:2][OH:1])[CH3:5]. Reported procedure: 10 ml of N-(2-hydroxyethyl)-N-methylamine were added to the solution of 2-[2-((1S,2S,5S)-6,6-dimethylbicyclo[3.1.1]hept-2-yl)ethylthio]ethyl methanesulfonate in dichloromethane obtained above. The dichloromethane was then distilled off under reduced pressure, and the remaining reaction mixture was stirred at 60° C. for 4 hours. The reaction mixture was worked up by adding 30 ml of water and extracting the mixture with ethyl acetate. The organic phase was separated and concentrated. The remaining... Reactants: CN (methylamine), C([O-])([O-])=O.[Na+].[Na+] (Sodium carbonate), S(=O)(Cl)Cl (thionyl chloride), Cl.Cl.FC1=C(C(=O)O)C=CC(=C1)C=1C=NC=2N(N1)C(=CN2)CC=2C=C1C=CC=NC1=CC2 (2-Fluoro-4-[7-(quinolin-6-ylmethyl)imidazo[1,2-b][1,2,4]triazin-2-yl]benzoic acid dihydrochloride), Cl.Cl.FC1=C(C(=O)O)C=CC(=C1)C=1C=NC=2N(N1)C(=CN2)CC=2C=C1C=CC=NC1=CC2 (2-Fluoro-4-[7-(quinolin-6-ylmethyl)imidazo[1,2-b][1,2,4]triazin-2-yl]benzoic acid dihydrochloride). Solvent: C1CCOC1 (THF), O (Water), C1CCOC1 (THF), C1(=CC=CC=C1)C (toluene). Reaction conditions: temperature 72 celsius, time 48 hour. Yields the product FC1=C(C(=O)NC)C=CC(=C1)C=1C=NC=2N(N1)C(=CN2)CC=2C=C1C=CC=NC1=CC2 (2-Fluoro-N-methyl-4-(7-(quinolin-6-ylmethyl)imidazo[1,2-b][1,2,4]triazin-2-yl)benzamide). Isolated yield 96.6%. Reaction SMILES: Cl.Cl.[F:3][C:4]1[CH:12]=[C:11]([C:13]2[CH:14]=[N:15][C:16]3[N:17]([C:19]([CH2:22][C:23]4[CH:24]=[C:25]5[C:30](=[CH:31][CH:32]=4)[N:29]=[CH:28][CH:27]=[CH:26]5)=[CH:20][N:21]=3)[N:18]=2)[CH:10]=[CH:9][C:5]=1[C:6](O)=[O:7].S(Cl)(Cl)=O.[CH3:37][NH2:38].C(=O)([O-])[O-].[Na+].[Na+]>C1COCC1.O.C1(C)C=CC=CC=1>[F:3][C:4]1[CH:12]=[C:11]([C:13]2[CH:14]=[N:15][C:16]3[N:17]([C:19]([CH2:22][C:23]4[CH:24]=[C:25]5[C:30](=[CH:31][CH:32]=4)[N:29]=[CH:28][CH:27]=[CH:26]5)=[CH:20][N:21]=3)[N:18]=2)[CH:10]=[CH:9][C:5]=1[C:6]([NH:38][CH3:37])=[O:7] |f:0.1.2,5.6.7|. Procedure: 2-Fluoro-4-[7-(quinolin-6-ylmethyl)imidazo[1,2-b][1,2,4]triazin-2-yl]benzoic acid dihydrochloride (14, 50.00 g, 0.1059 mol) was added toluene (300 mL) and followed by thionyl chloride (SOCl2, 77.2 mL, 1.06 mol, 10.0 equiv) at room temperature. The resulting reaction mixture was heated at 72° C. under N2 and the reaction was followed by HPLC analysis of the disappearance of the starting material benzoic acid (14). After 48 h, HPLC indicated ˜4% starting material remaining and the reaction was sto... Reactants: ClC=1C=C(C=2N(N1)C=CN2)NC2=NC(=CC=C2)N2C(CCC2)C (6-chloro-N-(6-(2-methylpyrrolidin-1-yl)pyridin-2-yl)imidazo[1,2-b]pyridazin-8-amine), CC1(OB(OC1(C)C)C1=CC=C2CCCNC2=C1)C (7-(4,4,5,5-tetramethyl-1,3,2-dioxaborolan-2-yl)-1,2,3,4-tetrahydroquinoline), CC(C)C1=CC(=C(C(=C1)C(C)C)C2=C(C=CC=C2)P(C3CCCCC3)C4CCCCC4)C(C)C (X-phos), C(=O)([O-])[O-].[Na+].[Na+] (Na2CO3). The reagents and catalysts are C=1C=CC(=CC1)/C=C/C(=O)/C=C/C2=CC=CC=C2.C=1C=CC(=CC1)/C=C/C(=O)/C=C/C2=CC=CC=C2.C=1C=CC(=CC1)/C=C/C(=O)/C=C/C2=CC=CC=C2.[Pd].[Pd] (Pd2(dba)3). The solvent is O1CCOCC1 (dioxane), O (water). Run at temperature 100 celsius. The product is Cl.CC1N(CCC1)C1=CC=CC(=N1)NC=1C=2N(N=C(C1)C1=CC=C3CCCNC3=C1)C=CN2 (N-(6-(2-Methylpyrrolidin-1-yl)pyridin-2-yl)-6-(1,2,3,4-tetrahydroquinolin-7-yl)imidazo[1,2-b]pyridazin-8-amine hydrochloride). Reaction SMILES: [Cl:1][C:2]1[CH:3]=[C:4]([NH:11][C:12]2[CH:17]=[CH:16][CH:15]=[C:14]([N:18]3[CH2:22][CH2:21][CH2:20][CH:19]3[CH3:23])[N:13]=2)[C:5]2[N:6]([CH:8]=[CH:9][N:10]=2)[N:7]=1.CC1(C)C(C)(C)OB([C:32]2[CH:41]=[C:40]3[C:35]([CH2:36][CH2:37][CH2:38][NH:39]3)=[CH:34][CH:33]=2)O1.CC(C1C=C(C(C)C)C(C2C=CC=CC=2P(C2CCCCC2)C2CCCCC2)=C(C(C)C)C=1)C.C([O-])([O-])=O.[Na+].[Na+]>O1CCOCC1.O.C1C=CC(/C=C/C(/C=C/C2C=CC=CC=2)=O)=CC=1.C1C=CC(/C=C/C(/C=C/C2C=CC=CC=2)=O)=CC=1.C1C=CC(/C=C/C(/C=C/C2C=CC=CC=2)=O)=CC=1.[Pd].[Pd]>[ClH:1].[CH3:23][CH:19]1[CH2:20][CH2:21][CH2:22][N:18]1[C:14]1[N:13]=[C:12]([NH:11][C:4]2[C:5]3[N:6]([CH:8]=[CH:9][N:10]=3)[N:7]=[C:2]([C:32]3[CH:41]=[C:40]4[C:35]([CH2:36][CH2:37][CH2:38][NH:39]4)=[CH:34][CH:33]=3)[CH:3]=2)[CH:17]=[CH:16][CH:15]=1 |f:3.4.5,8.9.10.11.12,13.14|. Procedure: A mixture of 6-chloro-N-(6-(2-methylpyrrolidin-1-yl)pyridin-2-yl)imidazo[1,2-b]pyridazin-8-amine (300 mg, 0.91 mmol), 7-(4,4,5,5-tetramethyl-1,3,2-dioxaborolan-2-yl)-1,2,3,4-tetrahydroquinoline (354 mg, 1.37 mmol), Pd2(dba)3 (105 mg, 0.18 mmol), X-phos (172 mg, 0.36 mmol) and Na2CO3 (290 mg, 2.73 mmol) in dioxane (5 mL) and water (5 mL) was heated to 100° C. for 15 h then concentrated in vacuo and purified by chromatography (silica gel, 200-300 mesh, petroleum ether:ethyl acetate=1:1) to afford ... The reactants are C(CCC)[Li] (n-butyl lithium), S1C=NC=C1 (thiazole), C([O-])(O)=O.[Na+] (sodium bicarbonate), C[Sn](C)(C)Cl (trimethyltin chloride). Run in CCCCCC (hexane), CCOCC (ether), CCOCC (ether), CCOCC (ether). Conditions: temperature -78 celsius, time 1 hour. Product: C[Sn](C=1SC=CN1)(C)C (2-(Trimethylstannyl)thiazole). Yield: 71.7%. RXN SMILES: C([Li])CCC.[S:6]1[CH:10]=[CH:9][N:8]=[CH:7]1.[CH3:11][Sn:12](Cl)([CH3:14])[CH3:13].C(=O)(O)[O-].[Na+]>CCCCCC.CCOCC>[CH3:11][Sn:12]([CH3:14])([CH3:13])[C:7]1[S:6][CH:10]=[CH:9][N:8]=1 |f:3.4|. Procedure: To 99.99 ml of n-butyl lithium in hexane, dissolved in 200 ml of ether is added dropwise with stirring over 1 hour, at -78° C., a solution of 16 g of thiazole in 100 ml of ether over 1 hour. A solution of 49.81 g of trimethyltin chloride in 100 ml of ether is added dropwise over 20 minutes followed by additional stirring for 1 hour. The reaction mixture is poured into saturated sodium bicarbonate and the organic layer separated, dried and evaporated to a residue. The residue is vacuum distilled ... Reactants: COC(CCC1=C(C=C(C=C1)OC1=CC(=CC=C1)Br)C)=O (3-[4-(3-bromo-phenoxy)-2-methyl-phenyl]-propionic acid methyl ester), C(C)C=1C=CC(=C(C1)C(=O)C1=CC=CC=C1)O ((5-ethyl-2-hydroxy-phenyl)-phenyl-methanone), C31H28O5. Procedure: The title compound is prepared by reacting the compound of 3-[4-(3-bromo-phenoxy)-2-methyl-phenyl]-propionic acid methyl ester with (5-ethyl-2-hydroxy-phenyl)-phenyl-methanone as in Example 18 to afford 0.220 g (50%). 1H NMR (400 MHz, CDCl3); HRMS (ES+) m/z exact mass calculated for C31H28O5 481.2015, found 481.2032 (M+1). Product: C(C1=CC=CC=C1)(=O)C1=C(OC=2C=C(OC3=CC(=C(C=C3)CCC(=O)O)C)C=CC2)C=CC(=C1)CC (3-{4-[3-(2-Benzoyl-4-ethyl-phenoxy)-phenoxy]-2-methyl-phenyl}-propionic acid). Reaction SMILES: C[O:2][C:3](=[O:21])[CH2:4][CH2:5][C:6]1[CH:11]=[CH:10][C:9]([O:12][C:13]2[CH:18]=[CH:17][CH:16]=[C:15](Br)[CH:14]=2)=[CH:8][C:7]=1[CH3:20].[CH2:22]([C:24]1[CH:25]=[CH:26][C:27]([OH:38])=[C:28]([C:30]([C:32]2[CH:37]=[CH:36][CH:35]=[CH:34][CH:33]=2)=[O:31])[CH:29]=1)[CH3:23]>>[C:30]([C:28]1[CH:29]=[C:24]([CH2:22][CH3:23])[CH:25]=[CH:26][C:27]=1[O:38][C:15]1[CH:14]=[C:13]([CH:18]=[CH:17][CH:16]=1)[O:12][C:9]1[CH:10]=[CH:11][C:6]([CH2:5][CH2:4][C:3]([OH:2])=[O:21])=[C:7]([CH3:20])[CH:8]=1)(=[O:31])[C:32]1[CH:33]=[CH:34][CH:35]=[CH:36][CH:37]=1. Reactants: FC(C1=CC(=NC=2N1N=CC2C(=O)O)C2=CC=C(C=C2)C(F)(F)F)F (7-difluoromethyl-5-(4-trifluoromethyl-phenyl)-pyrazolo[1,5-a]pyrimidine-3-carboxylic acid), NC=1C=C(C=CC1Cl)S(=O)(=O)N (3-amino-4-chloro-benzenesulfonamide). The product is ClC1=C(C=C(C=C1)S(N)(=O)=O)NC(=O)C=1C=NN2C1N=C(C=C2C(F)F)C2=CC=C(C=C2)C(F)(F)F (7-Difluoromethyl-5-(4-trifluoromethyl-phenyl)-pyrazolo[1,5-a]pyrimidine-3-carboxylic acid(2-chloro-5-sulfamoyl-phenyl)-amide). As a reaction SMILES: [F:1][CH:2]([F:25])[C:3]1[N:8]2[N:9]=[CH:10][C:11]([C:12]([OH:14])=O)=[C:7]2[N:6]=[C:5]([C:15]2[CH:20]=[CH:19][C:18]([C:21]([F:24])([F:23])[F:22])=[CH:17][CH:16]=2)[CH:4]=1.[NH2:26][C:27]1[CH:28]=[C:29]([S:34]([NH2:37])(=[O:36])=[O:35])[CH:30]=[CH:31][C:32]=1[Cl:33]>>[Cl:33][C:32]1[CH:31]=[CH:30][C:29]([S:34](=[O:35])(=[O:36])[NH2:37])=[CH:28][C:27]=1[NH:26][C:12]([C:11]1[CH:10]=[N:9][N:8]2[C:3]([CH:2]([F:1])[F:25])=[CH:4][C:5]([C:15]3[CH:20]=[CH:19][C:18]([C:21]([F:22])([F:23])[F:24])=[CH:17][CH:16]=3)=[N:6][C:7]=12)=[O:14]. Procedure details: The title compound was prepared from 7-difluoromethyl-5-(4-trifluoromethyl-phenyl)-pyrazolo[1,5-a]pyrimidine-3-carboxylic acid (example C.1) and 3-amino-4-chloro-benzenesulfonamide [CAS-No. 29092-34-0; commercially available] according to general procedure II. Light yellow solid. MS (ISP) 545.1 [(M−H−]; mp 286° C. Reactants: [BH4-], CCOCC, [Cl-], [Cl-], CCOC(=O)C(Cc1cccc(OC(C)(C)C)c1)C(=O)c1ccc(F)cc1, [Na+], O, [Zn+2]. Product: CCOC(=O)C(Cc1cccc(OC(C)(C)C)c1)C(O)c1ccc(F)cc1. Reaction SMILES: [BH4-:1].[CH3:31][CH2:32][O:33][CH2:34][CH3:35].[Cl-:36].[Cl-:38].[F:3][c:4]1[cH:5][cH:6][c:7]([C:10]([CH:11]([C:12](=[O:13])[O:14][CH2:15][CH3:16])[CH2:17][c:18]2[cH:19][c:20]([O:24][C:25]([CH3:26])([CH3:27])[CH3:28])[cH:21][cH:22][cH:23]2)=[O:29])[cH:8][cH:9]1.[Na+:2].[OH2:30].[Zn+2:37]>>[F:3][c:4]1[cH:5][cH:6][c:7]([CH:10]([CH:11]([C:12](=[O:13])[O:14][CH2:15][CH3:16])[CH2:17][c:18]2[cH:19][c:20]([O:24][C:25]([CH3:26])([CH3:27])[CH3:28])[cH:21][cH:22][cH:23]2)[OH:29])[cH:8][cH:9]1.